This data is from the Open Reaction Database (ORD), a public repository of structured organic reaction records. The task is: describe an organic reaction: reactants, conditions, products, and yield The reactants are BrC1=CC=C(C=O)C=C1 (4-bromobenzaldehyde), [Cl-].[NH4+] (ammonium chloride), C1(CC1)Br (cyclopropyl bromide), [Mg] (magnesium). Run in O1CCCC1 (tetrahydrofuran), O1CCCC1 (tetrahydrofuran). Reaction conditions: temperature 5 celsius. The product is C1(CC1)[Mg]Br (cyclopropyl magnesium bromide), BrC1=CC=C(C=C1)C(O)C1CC1 ((4-bromophenyl)-cyclopropylmethanol). RXN SMILES: [CH:1]1(Br)[CH2:3][CH2:2]1.[Mg:5].[Br:6][C:7]1[CH:14]=[CH:13][C:10]([CH:11]=[O:12])=[CH:9][CH:8]=1.[Cl-].[NH4+]>O1CCCC1>[CH:1]1([Mg:5][Br:6])[CH2:3][CH2:2]1.[Br:6][C:7]1[CH:14]=[CH:13][C:10]([CH:11]([CH:1]2[CH2:3][CH2:2]2)[OH:12])=[CH:9][CH:8]=1 |f:3.4|. Reported procedure: Solution of cyclopropyl magnesium bromide is prepared from cyclopropyl bromide (12 g, 0.099 mol) and magnesium turnings (3.0 g, 0.123 mol) in tetrahydrofuran (60 mL) by using standard Grignard reaction procedure. This reagent solution is cooled to 5° C. and a solution of 4-bromobenzaldehyde (15.0 g, 0.081 mol) in tetrahydrofuran (30 mL) is added to it over a period of 15 minute at 10-15° C. The reaction mixture is treated with aqueous ammonium chloride solution and extracted with ethyl acetate (... Starting materials: CC#N, CCN(C(C)C)C(C)C, O=C(C1CC1)N1CCNCC1, O=C(O)c1cc(Cc2n[nH]c(=O)c3ccccc23)ccc1F. Yields the product O=C(c1cc(Cc2n[nH]c(=O)c3ccccc23)ccc1F)N1CCN(C(=O)C2CC2)CC1. As a reaction SMILES: [CH3:43][C:44]#[N:45].[CH:23]([N:24]([CH:25]([CH3:26])[CH3:27])[CH2:28][CH3:29])([CH3:30])[CH3:31].[CH:32]1([C:35](=[O:36])[N:37]2[CH2:38][CH2:39][NH:40][CH2:41][CH2:42]2)[CH2:33][CH2:34]1.[F:1][c:2]1[c:3]([C:4](=[O:5])[OH:6])[cH:7][c:8]([CH2:11][c:12]2[n:13][nH:14][c:15](=[O:22])[c:16]3[cH:17][cH:18][cH:19][cH:20][c:21]23)[cH:9][cH:10]1>>[F:1][c:2]1[c:3]([C:4](=[O:6])[N:40]2[CH2:39][CH2:38][N:37]([C:35]([CH:32]3[CH2:33][CH2:34]3)=[O:36])[CH2:42][CH2:41]2)[cH:7][c:8]([CH2:11][c:12]2[n:13][nH:14][c:15](=[O:22])[c:16]3[cH:17][cH:18][cH:19][cH:20][c:21]23)[cH:9][cH:10]1. Reactants: BrC=1C=C(C=CC1OCCCO[Si](C)(C)C(C)(C)C)C1=CC=C(C=C1)C(=O)OCC (ethyl 3′-bromo-4′-[3-(tert-butyldimethylsilanyloxy)propoxy]biphenyl-4-carboxylate), C(C)N(C1=C(C=C(C=C1)B(O)O)C)CC (4-diethylamino-3-methylphenylboronic acid). The reagents and catalysts are C=1C=CC(=CC1)[P](C=2C=CC=CC2)(C=3C=CC=CC3)[Pd]([P](C=4C=CC=CC4)(C=5C=CC=CC5)C=6C=CC=CC6)([P](C=7C=CC=CC7)(C=8C=CC=CC8)C=9C=CC=CC9)[P](C=1C=CC=CC1)(C=1C=CC=CC1)C=1C=CC=CC1 (tetrakis(triphenylphosphine)palladium). Yields the product [Si](C)(C)(C(C)(C)C)OCCCOC1=C(C=C(C=C1)C1=CC=C(C=C1)C(=O)OCC)C1=CC(=C(C=C1)N(CC)CC)C (ethyl 4′-[3-(tert-butyldimethylsilanyloxy)propoxy]-4″-diethylamino-3″-methyl[1,1′;3′,1″]terphenyl-4-carboxylate). The yield is 95.5%. RXN SMILES: Br[C:2]1[CH:3]=[C:4]([C:20]2[CH:25]=[CH:24][C:23]([C:26]([O:28][CH2:29][CH3:30])=[O:27])=[CH:22][CH:21]=2)[CH:5]=[CH:6][C:7]=1[O:8][CH2:9][CH2:10][CH2:11][O:12][Si:13]([C:16]([CH3:19])([CH3:18])[CH3:17])([CH3:15])[CH3:14].[CH2:31]([N:33]([CH2:44][CH3:45])[C:34]1[CH:39]=[CH:38][C:37](B(O)O)=[CH:36][C:35]=1[CH3:43])[CH3:32]>C1C=CC([P]([Pd]([P](C2C=CC=CC=2)(C2C=CC=CC=2)C2C=CC=CC=2)([P](C2C=CC=CC=2)(C2C=CC=CC=2)C2C=CC=CC=2)[P](C2C=CC=CC=2)(C2C=CC=CC=2)C2C=CC=CC=2)(C2C=CC=CC=2)C2C=CC=CC=2)=CC=1>[Si:13]([O:12][CH2:11][CH2:10][CH2:9][O:8][C:7]1[CH:6]=[CH:5][C:4]([C:20]2[CH:25]=[CH:24][C:23]([C:26]([O:28][CH2:29][CH3:30])=[O:27])=[CH:22][CH:21]=2)=[CH:3][C:2]=1[C:37]1[CH:38]=[CH:39][C:34]([N:33]([CH2:44][CH3:45])[CH2:31][CH3:32])=[C:35]([CH3:43])[CH:36]=1)([C:16]([CH3:19])([CH3:18])[CH3:17])([CH3:15])[CH3:14] |^1:49,51,70,89|. Procedure details: In a manner similar to that of Example 1d, by reacting 1 g (2 mmol) of ethyl 3′-bromo-4′-[3-(tert-butyldimethylsilanyloxy)propoxy]biphenyl-4-carboxylate (obtained in Example 6b) with 630 mg of 4-diethylamino-3-methylphenylboronic acid (3 mmol) in the presence of tetrakis(triphenylphosphine)palladium, 1.1 g of ethyl 4′-[3-(tert-butyldimethylsilanyloxy)propoxy]-4″-diethylamino-3″-methyl[1,1′;3′,1″]terphenyl-4-carboxylate (yield=95%) are obtained in the form of a pale yellow oil.